describe an organic reaction: reactants, conditions, products, and yield From a dataset of the Open Reaction Database (ORD), a public repository of structured organic reaction records. Reactants: C(C)OC(CC(=O)COCC)=O (γ-ethoxyacetoacetic acid ethyl ester), C(C)OC(\C=C(\C)/N)=O (β-aminocrotonic acid ethyl ester), [N+](=O)([O-])C=1C=C(C=O)C=CC1 (3-nitrobenzaldehyde). The solvent is C(C)O (ethanol). Yields the product C(C)OC(=O)C1=C(NC(=C(C1C1=CC(=CC=C1)[N+](=O)[O-])C(=O)OCC)C)COCC (2-Ethoxymethyl-6-methyl-4-(3'-nitrophenyl)-1,4-dihydropyridine-3,5-dicarboxylic acid diethyl ester). Isolated yield 70.0%. As a reaction SMILES: [N+:1]([C:4]1[CH:5]=[C:6]([CH:9]=[CH:10][CH:11]=1)[CH:7]=O)([O-:3])=[O:2].[CH2:12]([O:14][C:15](=[O:23])[CH2:16][C:17]([CH2:19][O:20][CH2:21][CH3:22])=O)[CH3:13].[CH2:24]([O:26][C:27](=[O:32])/[CH:28]=[C:29](\[NH2:31])/[CH3:30])[CH3:25]>C(O)C>[CH2:12]([O:14][C:15]([C:16]1[CH:7]([C:6]2[CH:9]=[CH:10][CH:11]=[C:4]([N+:1]([O-:3])=[O:2])[CH:5]=2)[C:28]([C:27]([O:26][CH2:24][CH3:25])=[O:32])=[C:29]([CH3:30])[NH:31][C:17]=1[CH2:19][O:20][CH2:21][CH3:22])=[O:23])[CH3:13]. Procedure details: 15 g of 3-nitrobenzaldehyde, 18 g. of γ-ethoxyacetoacetic acid ethyl ester and 13 g of β-aminocrotonic acid ethyl ester are heated in 60 ml of ethanol for about 5 hours, the mixture is cooled and the product is filtered off and rinsed with cold ethanol. 2-Ethoxymethyl-6-methyl-4-(3'-nitrophenyl)-1,4-dihydropyridine-3,5-dicarboxylic acid diethyl ester is obtained, in the form of light yellow crystals of melting point 120°-122° C, in a yield of 70% of theory. Reactants: FC=1C=C(C=C(C1)F)N1C([C@@H](CC1)O)=O ((R)-1-(3,5-difluorophenyl)-3-hydroxypyrrolidin-2-one), CCN(C(C)C)C(C)C (DIEA), ClC=1C=C(C=C(C1)Cl)C1CNCC1 (3-(3,5-dichlorophenyl)pyrrolidine), O (water). Run in C(Cl)Cl (DCM), C(Cl)Cl (DCM). Conditions: temperature -20 celsius, time 45 minute. Yields the product ClC=1C=C(C=C(C1)Cl)C1CN(CC1)[C@@H]1C(N(CC1)C1=CC(=CC(=C1)F)F)=O ((3′S)-3-(3,5-dichlorophenyl)-1′-(3,5-difluorophenyl)-1,3′-bipyrrolidin-2′-one). Reaction SMILES: [F:1][C:2]1[CH:3]=[C:4]([N:9]2[CH2:13][CH2:12][C@@H:11](O)[C:10]2=[O:15])[CH:5]=[C:6]([F:8])[CH:7]=1.CCN(C(C)C)C(C)C.[Cl:25][C:26]1[CH:27]=[C:28]([CH:33]2[CH2:37][CH2:36][NH:35][CH2:34]2)[CH:29]=[C:30]([Cl:32])[CH:31]=1.O>C(Cl)Cl>[Cl:25][C:26]1[CH:27]=[C:28]([CH:33]2[CH2:37][CH2:36][N:35]([C@H:11]3[CH2:12][CH2:13][N:9]([C:4]4[CH:3]=[C:2]([F:1])[CH:7]=[C:6]([F:8])[CH:5]=4)[C:10]3=[O:15])[CH2:34]2)[CH:29]=[C:30]([Cl:32])[CH:31]=1. Procedure: Synthesized according to General Procedure 10. To a solution of (R)-1-(3,5-difluorophenyl)-3-hydroxypyrrolidin-2-one (213 mg, 1.0 mmol) in DCM (0.7 mL) at −20° C. was added DIEA (259 mg, 348 μL, 2.0 mmol) followed by the dropwise addition of triflic anyhydride (282 mg, 168 μL, 1.0 mmol) and the reaction mixture was stirred at −20° C. for 45 min. A solution of 3-(3,5-dichlorophenyl)pyrrolidine (216 mg, 1.0 mmol) in DCM (0.7 mL) was added dropwise and the reaction mixture was stirred at −20° C. fo... Reactants: CC(C)(C)OC(=O)N1CCCC(Nc2cc(-c3ccc(F)c(NC(=O)c4cnc(C(C)(C)C)cn4)c3)n[nH]c2=O)C1, CO, Cl, C1COCCO1. Product: CC(C)(C)c1cnc(C(=O)Nc2cc(-c3cc(NC4CCCNC4)c(=O)[nH]n3)ccc2F)cn1. RXN SMILES: [C:1]([CH3:2])([CH3:3])([CH3:4])[c:5]1[n:6][cH:7][c:8]([C:11](=[O:12])[NH:13][c:14]2[cH:15][c:16](-[c:21]3[cH:22][c:23]([NH:28][CH:29]4[CH2:30][N:31]([C:35]([O:36][C:37]([CH3:38])([CH3:39])[CH3:40])=[O:41])[CH2:32][CH2:33][CH2:34]4)[c:24](=[O:27])[nH:25][n:26]3)[cH:17][cH:18][c:19]2[F:20])[n:9][cH:10]1.[CH3:43][OH:44].[ClH:42].[O:45]1[CH2:46][CH2:47][O:48][CH2:49][CH2:50]1>>[C:1]([CH3:2])([CH3:3])([CH3:4])[c:5]1[n:6][cH:7][c:8]([C:11](=[O:12])[NH:13][c:14]2[cH:15][c:16](-[c:21]3[cH:22][c:23]([NH:28][CH:29]4[CH2:30][NH:31][CH2:32][CH2:33][CH2:34]4)[c:24](=[O:27])[nH:25][n:26]3)[cH:17][cH:18][c:19]2[F:20])[n:9][cH:10]1. Reactants: COC(C(CC=C)NC(C1=C(C=CC=C1Cl)Cl)=O)=O (2-(2,6-dichlorobenzamido)pent-4-enoic acid methyl ester), IC1=CC=C(C=C1)N(C1=NC=CC=N1)CC1=NC=CC=C1 (N-(4-iodophenyl)-N-((pyridin-2-yl)methyl)pyrimidin-2-amine). Product: COC(C(C\C=C\C1=CC=C(C=C1)N(C1=NC=CC=N1)CC1=NC=CC=C1)NC(C1=C(C=CC=C1Cl)Cl)=O)=O ((E)-2-(2,6-dichlorobenzamido)-5-[4-(pyridin-2-ylmethyl-pyrimidin-2-ylamino)phenyl]pent-4-enoic acid methyl ester). Yield: 90.3%. As a reaction SMILES: [CH3:1][O:2][C:3](=[O:19])[CH:4]([NH:8][C:9](=[O:18])[C:10]1[C:15]([Cl:16])=[CH:14][CH:13]=[CH:12][C:11]=1[Cl:17])[CH2:5][CH:6]=[CH2:7].I[C:21]1[CH:26]=[CH:25][C:24]([N:27]([CH2:34][C:35]2[CH:40]=[CH:39][CH:38]=[CH:37][N:36]=2)[C:28]2[N:33]=[CH:32][CH:31]=[CH:30][N:29]=2)=[CH:23][CH:22]=1>>[CH3:1][O:2][C:3](=[O:19])[CH:4]([NH:8][C:9](=[O:18])[C:10]1[C:11]([Cl:17])=[CH:12][CH:13]=[CH:14][C:15]=1[Cl:16])[CH2:5]/[CH:6]=[CH:7]/[C:21]1[CH:22]=[CH:23][C:24]([N:27]([CH2:34][C:35]2[CH:40]=[CH:39][CH:38]=[CH:37][N:36]=2)[C:28]2[N:29]=[CH:30][CH:31]=[CH:32][N:33]=2)=[CH:25][CH:26]=1. Procedure details: In the same manner as in Example 1, 2-(2,6-dichlorobenzamido)pent-4-enoic acid methyl ester (124 mg) was reacted with N-(4-iodophenyl)-N-((pyridin-2-yl)methyl)pyrimidin-2-amine (159 mg) to obtain (E)-2-(2,6-dichlorobenzamido)-5-[4-(pyridin-2-ylmethyl-pyrimidin-2-ylamino)phenyl]pent-4-enoic acid methyl ester (208 mg). Column chromatography (silica gel, eluent: cyclohexane/ethyl acetate=1/1→1/2) was used for purification. Starting materials: C1(CCCCC1)CC(C(=O)NC=1SC(=CN1)C=O)N1C=NC2=CC=C(C=C2C1=O)F (3-cyclohexyl-2-(6-fluoro-4-oxoquinazolin-3(4H)-yl)-N-(5-formylthiazol-2-yl)propanamide), N(CC)CC (Et2NH), CC(=O)[O-].[Na+] (NaOAc), [BH3-]C#N.[Na+] (NaBH3CN). Run in C(Cl)Cl.CO (DCM MeOH). Reaction conditions: time 30 minute. Product: C1(CCCCC1)CC(C(=O)NC=1SC(=CN1)CN(CC)CC)N1C=NC2=CC=C(C=C2C1=O)F (3-cyclohexyl-N-(5-((diethylamino)methyl)thiazol-2-yl)-2-(6-fluoro-4-oxoquinazolin-3(4H)-yl)propanamide). As a reaction SMILES: [CH:1]1([CH2:7][CH:8]([N:19]2[C:28](=[O:29])[C:27]3[C:22](=[CH:23][CH:24]=[C:25]([F:30])[CH:26]=3)[N:21]=[CH:20]2)[C:9]([NH:11][C:12]2[S:13][C:14]([CH:17]=O)=[CH:15][N:16]=2)=[O:10])[CH2:6][CH2:5][CH2:4][CH2:3][CH2:2]1.[NH:31]([CH2:34][CH3:35])[CH2:32][CH3:33].CC([O-])=O.[Na+].[BH3-]C#N.[Na+]>C(Cl)Cl.CO>[CH:1]1([CH2:7][CH:8]([N:19]2[C:28](=[O:29])[C:27]3[C:22](=[CH:23][CH:24]=[C:25]([F:30])[CH:26]=3)[N:21]=[CH:20]2)[C:9]([NH:11][C:12]2[S:13][C:14]([CH2:17][N:31]([CH2:34][CH3:35])[CH2:32][CH3:33])=[CH:15][N:16]=2)=[O:10])[CH2:2][CH2:3][CH2:4][CH2:5][CH2:6]1 |f:2.3,4.5,6.7|. Procedure details: A mixture of Compound 150 (0.2 g, 0.4675 mmol), Et2NH (0.037 mL, 0.360 mmol), and NaOAc (46 mg, 0.561 mmol) was dissolved in DCM:MeOH (20:1, 1 mL) and stirred for 30 min. To this solution was added NaBH3CN (0.056 mg, 0.891 mmol) and the mixture was stirred at RT overnight. The reaction was quenched with aqueous NaHCO3 and extracted into DCM. The organic layer was washed with water and dried over MgSO4. The crude product was purified via preparative HPLC. 1H NMR (400 MHz, MeOD) δ ppm 0.99-1.27 (m...